From a dataset of the Open Reaction Database (ORD), a public repository of structured organic reaction records. describe an organic reaction: reactants, conditions, products, and yield Reactants: CCCCOC(C)CCC(C)O, CCOC(=O)N=NC(=O)OCC, O=C(O)c1ccccc1, c1ccc(P(c2ccccc2)c2ccccc2)cc1. The product is CCCCOC(C)CCC(C)OC(=O)c1ccccc1. RXN SMILES: [CH2:1]([CH2:2][CH2:3][CH3:4])[O:5][CH:6]([CH2:7][CH2:8][CH:9]([CH3:10])[OH:11])[CH3:12].[O:41]=[C:42]([O:43][CH2:44][CH3:45])[N:46]=[N:47][C:48]([O:49][CH2:50][CH3:51])=[O:52].[OH:13][C:14](=[O:15])[c:16]1[cH:17][cH:18][cH:19][cH:20][cH:21]1.[c:22]1([P:23]([c:24]2[cH:25][cH:26][cH:27][cH:28][cH:29]2)[c:30]2[cH:31][cH:32][cH:33][cH:34][cH:35]2)[cH:36][cH:37][cH:38][cH:39][cH:40]1>>[CH2:1]([CH2:2][CH2:3][CH3:4])[O:5][CH:6]([CH2:7][CH2:8][CH:9]([CH3:10])[O:13][C:14](=[O:15])[c:16]1[cH:17][cH:18][cH:19][cH:20][cH:21]1)[CH3:12]. Reactants: CC(O)C1(c2ccc(F)cc2F)CO1, c1ncc2[nH]cnc2n1. The product is CC(n1cnc2cncnc21)C1(c2ccc(F)cc2F)CO1. Reaction SMILES: [F:1][c:2]1[c:3]([C:9]2([CH:12]([CH3:13])[OH:14])[O:10][CH2:11]2)[cH:4][cH:5][c:6]([F:8])[cH:7]1.[n:15]1[cH:16][n:17][c:18]2[n:19][cH:20][nH:21][c:22]2[cH:23]1>>[F:1][c:2]1[c:3]([C:9]2([CH:12]([CH3:13])[n:19]3[c:18]4[n:17][cH:16][n:15][cH:23][c:22]4[n:21][cH:20]3)[O:10][CH2:11]2)[cH:4][cH:5][c:6]([F:8])[cH:7]1. RXN SMILES: [C:5]([CH2:6][CH2:7][CH3:8])(=[O:9])[O:10][CH2:11][CH2:12][O:13][c:14]1[cH:15][c:16]2[c:17](=[O:31])[c:18]3[cH:19][cH:20][c:21]([C:28](=[O:29])[NH2:30])[cH:22][c:23]3[o:24][c:25]2[cH:26][cH:27]1.[CH3:32][N:33]([CH3:34])[CH:35]=[O:36].[S:1]([Cl:2])([Cl:3])=[O:4]>>[C:5]([CH2:6][CH2:7][CH3:8])(=[O:9])[O:10][CH2:11][CH2:12][O:13][c:14]1[cH:15][c:16]2[c:17](=[O:31])[c:18]3[cH:19][cH:20][c:21]([C:28]#[N:30])[cH:22][c:23]3[o:24][c:25]2[cH:26][cH:27]1. Starting materials: CCCC(=O)OCCOc1ccc2oc3cc(C(N)=O)ccc3c(=O)c2c1, CN(C)C=O, O=S(Cl)Cl. Yields the product CCCC(=O)OCCOc1ccc2oc3cc(C#N)ccc3c(=O)c2c1. Starting materials: [OH-].[Na+] (sodium hydroxide), C(C)(=O)O[C@H]1C[C@@H]2CC[C@H]3[C@@H]4CC[C@H](C(C)=O)[C@]4(CC=C3[C@]2(CC1)C)C (3α-Acetoxy-5α-pregn-9(11)-en-20-one), BrN1C(CCC1=O)=O (N-bromosuccinimide), Cl(=O)(=O)(=O)O (perchloric acid). The solvent is O1CCOCC1 (dioxan), O (water), C(C)(=O)O (acetic acid), O (water), O (water). Conditions: time 5 minute. Product: C(C)(=O)O[C@H]1C[C@@H]2CC[C@H]3[C@@H]4CC[C@H](C(C)=O)[C@]4(C[C@H]4[C@]3([C@]2(CC1)C)O4)C (3α-Acetoxy-9β,11β-epoxy-5α-pregnan-20-one). As a reaction SMILES: [C:1]([O:4][C@@H:5]1[CH2:24][CH2:23][C@@:22]2([CH3:25])[C@@H:7]([CH2:8][CH2:9][C@@H:10]3[C:21]2=[CH:20][CH2:19][C@@:18]2([CH3:26])[C@H:11]3[CH2:12][CH2:13][C@@H:14]2[C:15](=[O:17])[CH3:16])[CH2:6]1)(=[O:3])[CH3:2].BrN1C(=[O:33])CCC1=O.Cl(O)(=O)(=O)=O.[OH-].[Na+]>O1CCOCC1.O.C(O)(=O)C>[C:1]([O:4][C@@H:5]1[CH2:24][CH2:23][C@@:22]2([CH3:25])[C@@H:7]([CH2:8][CH2:9][C@@H:10]3[C@@:21]42[O:33][C@H:20]4[CH2:19][C@@:18]2([CH3:26])[C@H:11]3[CH2:12][CH2:13][C@@H:14]2[C:15](=[O:17])[CH3:16])[CH2:6]1)(=[O:3])[CH3:2] |f:3.4|. Reported procedure: 3α-Acetoxy-5α-pregn-9(11)-en-20-one (3 g.) was dissolved in dioxan (300 ml.) and water (75 ml.); N-bromosuccinimide (2.1 g.) was added followed by perchloric acid (60% w/v; 1.05 ml.) in water (30 ml.) and the reaction allowed to stand at room temperature under nitrogen for 5 min. The pH was adjusted to 11.7 with 2N sodium hydroxide and the reaction mixture was allowed to stand at room temperature under nitrogen for a further 15 min; the pH was adjusted to 6 with glacial acetic acid and the mixtu... Reactants: O=C1c2ccccc2C(=O)N1c1n[nH]c2ccc(OCc3ccccc3)cc12, Cl. Product: O=C1c2ccccc2C(=O)N1c1n[nH]c2ccc(O)cc12. As a reaction SMILES: [CH2:1]([c:2]1[cH:3][cH:4][cH:5][cH:6][cH:7]1)[O:8][c:9]1[cH:10][c:11]2[c:12]([N:18]3[C:19](=[O:28])[c:20]4[cH:21][cH:22][cH:23][cH:24][c:25]4[C:26]3=[O:27])[n:13][nH:14][c:15]2[cH:16][cH:17]1.[ClH:29]>>[OH:8][c:9]1[cH:10][c:11]2[c:12]([N:18]3[C:19](=[O:28])[c:20]4[cH:21][cH:22][cH:23][cH:24][c:25]4[C:26]3=[O:27])[n:13][nH:14][c:15]2[cH:16][cH:17]1. The reactants are CC(=O)O[BH-](OC(C)=O)OC(C)=O, CC(=O)O, CS(=O)(=O)Nc1cc(C(O)CN)ccc1O, [Na+], O=C1CCN(c2ccc(Cn3oc(=O)[nH]c3=O)cc2)CC1. The product is CS(=O)(=O)Nc1cc(C(O)CNC2CCN(c3ccc(Cn4oc(=O)[nH]c4=O)cc3)CC2)ccc1O. Reaction SMILES: [C:42]([O:43][BH-:44]([O:45][C:46](=[O:47])[CH3:48])[O:49][C:50](=[O:51])[CH3:52])(=[O:53])[CH3:54].[CH3:1][C:2](=[O:3])[OH:4].[NH2:5][CH2:6][CH:7]([OH:8])[c:9]1[cH:10][cH:11][c:12]([OH:20])[c:13]([NH:15][S:16](=[O:17])(=[O:18])[CH3:19])[cH:14]1.[Na+:55].[O:21]=[C:22]1[CH2:23][CH2:24][N:25]([c:28]2[cH:29][cH:30][c:31]([CH2:32][n:33]3[o:34][c:35](=[O:39])[nH:36][c:37]3=[O:38])[cH:40][cH:41]2)[CH2:26][CH2:27]1>>[NH:5]([CH2:6][CH:7]([OH:8])[c:9]1[cH:10][cH:11][c:12]([OH:20])[c:13]([NH:15][S:16](=[O:17])(=[O:18])[CH3:19])[cH:14]1)[CH:22]1[CH2:23][CH2:24][N:25]([c:28]2[cH:29][cH:30][c:31]([CH2:32][n:33]3[o:34][c:35](=[O:39])[nH:36][c:37]3=[O:38])[cH:40][cH:41]2)[CH2:26][CH2:27]1. Reactants: CC=1C=C(C=CC1COCCN1N=NC=C1)O (3-methyl-4-(2-[1,2,3]triazol-1-yl-ethoxymethyl)-phenol), C([O-])([O-])=O.[Cs+].[Cs+] (cesium carbonate), ClCC=1N=C(OC1)C=CC1=CC=C(C=C1)SC(F)(F)F (4-chloromethyl-2-[2-(4-trifluoromethylsulfanyl-phenyl)-vinyl]-oxazole), [I-].[K+] (potassium iodide). Solvent: CC(CC)=O (2-butanone). Run at temperature 60 celsius, time 30 minute. Product: CC1=C(COCCN2N=NC=C2)C=CC(=C1)OCC=1N=C(OC1)C=CC1=CC=C(C=C1)SC(F)(F)F (1-[2-(2-Methyl-4-{2-[2-(4-trifluoromethylsulfanyl-phenyl)-vinyl]-oxazol-4-ylmethoxy}-benzyloxy)-ethyl]-1H-[1,2,3]triazole). RXN SMILES: [CH3:1][C:2]1[CH:3]=[C:4]([OH:17])[CH:5]=[CH:6][C:7]=1[CH2:8][O:9][CH2:10][CH2:11][N:12]1[CH:16]=[CH:15][N:14]=[N:13]1.C(=O)([O-])[O-].[Cs+].[Cs+].Cl[CH2:25][C:26]1[N:27]=[C:28]([CH:31]=[CH:32][C:33]2[CH:38]=[CH:37][C:36]([S:39][C:40]([F:43])([F:42])[F:41])=[CH:35][CH:34]=2)[O:29][CH:30]=1.[I-].[K+]>CC(=O)CC>[CH3:1][C:2]1[CH:3]=[C:4]([O:17][CH2:25][C:26]2[N:27]=[C:28]([CH:31]=[CH:32][C:33]3[CH:38]=[CH:37][C:36]([S:39][C:40]([F:43])([F:41])[F:42])=[CH:35][CH:34]=3)[O:29][CH:30]=2)[CH:5]=[CH:6][C:7]=1[CH2:8][O:9][CH2:10][CH2:11][N:12]1[CH:16]=[CH:15][N:14]=[N:13]1 |f:1.2.3,5.6|. Procedure details: A mixture of 201 mg (0.86 mmol) 3-methyl-4-(2-[1,2,3]triazol-1-yl-ethoxymethyl)-phenol and 169 mg (0.52 mmol) cesium carbonate in 10 ml 2-butanone was stirred at 60° C. for 30 minutes, then 275 mg (0.86 mmol) 4-chloromethyl-2-[2-(4-trifluoromethylsulfanyl-phenyl)-vinyl]-oxazole and 143 mg (0.86 mmol) potassium iodide were added and stirring was continued overnight. After evaporation, the residue was mixed with aqueous NaOH (1N) and extracted with ethyl acetate. The combined extracts were dried, ... RXN SMILES: [CH3:12][C:13](=[O:14])[OH:15].[I:10][Cl:11].[NH2:1][c:2]1[c:3]([C:4]#[N:5])[cH:6][cH:7][cH:8][cH:9]1>>[NH2:1][c:2]1[c:3]([C:4]#[N:5])[cH:6][c:7]([I:10])[cH:8][cH:9]1. The reactants are CC(=O)O, ClI, N#Cc1ccccc1N. Yields the product N#Cc1cc(I)ccc1N.